Task: describe an organic reaction: reactants, conditions, products, and yield. Dataset: the Open Reaction Database (ORD), a public repository of structured organic reaction records Procedure: A one liter flask equipped with a thermometer, stirrer and condenser is charged with 50 G 6,13-dihydroquinacridone, 200 ml methanol, 1 g polyvinyl pyrrolidone powder (Luviskol® K-30, BASF) and 7 g of the aqueous presscake of the nanosize quinacridone naphthalene sulfonic acid formaldehyde polymer mixture according to Example 2, are stirred at 20-27° C. for 10 minutes. 73 g 50% aqueous sodium hydroxide are added. The mixture is stirred under a slow flow of nitrogen at 50-53° C. for 30 minutes. 4.... Solvent: O (water), CO (methanol), O (water). Reaction conditions: temperature 23.5 celsius, time 10 minute. Starting materials: aqueous solution, [Na+].[Na+].C1=C(C=CC=2C(C3=CC=C(C=C3C(C12)=O)S(=O)(=O)[O-])=O)S(=O)(=O)[O-] (anthraquinone-2,7-disulfonic acid disodium salt), [OH-].[Na+] (sodium hydroxide), OO (hydrogen peroxide), C1C2=C(CC3=C1NC4=CC=CC=C4C3=O)NC5=CC=CC=C5C2=O (6,13-dihydroquinacridone), polyvinyl pyrrolidone, quinacridone naphthalene sulfonic acid formaldehyde, phthalimido methyl-quinacridone, phthalimido methyl-quinacridone, OO (hydrogen peroxide). As a reaction SMILES: [CH2:1]1[C:6]2[NH:7][C:8]3[C:13]([C:14](=[O:15])[C:5]=2[CH2:4][C:3]2[NH:16][C:17]4[C:22]([C:23](=[O:24])[C:2]1=2)=[CH:21][CH:20]=[CH:19][CH:18]=4)=[CH:12][CH:11]=[CH:10][CH:9]=3.[OH-].[Na+].[Na+].[Na+].C1C2C(=O)C3C(=CC=C(S([O-])(=O)=O)C=3)C(=O)C=2C=CC=1S([O-])(=O)=O.OO>O.CO>[CH:20]1[CH:21]=[C:22]2[C:23]([C:2]3[C:3]([NH:16][C:17]2=[CH:18][CH:19]=1)=[CH:4][C:5]1[C:14]([C:13]2[C:8]([NH:7][C:6]=1[CH:1]=3)=[CH:9][CH:10]=[CH:11][CH:12]=2)=[O:15])=[O:24] |f:1.2,3.4.5|. Yields the product C1=CC=C2C(=C1)C(=O)C3=CC4=C(C=C3N2)C(=O)C5=CC=CC=C5N4 (quinacridone). Reactants: CCC(=O)Nc1nc2ccc(Oc3cc(N(C(=O)[O-])C(C)(C)C)c(F)cc3Cl)nc2s1, O=C(O)C(F)(F)F. Product: CCC(=O)Nc1nc2ccc(Oc3cc(N)c(F)cc3Cl)nc2s1. Reaction SMILES: [C:1]([N:5]([C:2](=[O:3])[O-:4])[c:9]1[c:10]([F:31])[cH:11][c:12]([Cl:30])[c:13]([O:15][c:16]2[cH:17][cH:18][c:19]3[c:20]([n:21]2)[s:22][c:23]([NH:25][C:26]([CH2:27][CH3:28])=[O:29])[n:24]3)[cH:14]1)([CH3:6])([CH3:7])[CH3:8].[OH:32][C:33]([C:34]([F:35])([F:36])[F:37])=[O:38]>>[NH2:5][c:9]1[c:10]([F:31])[cH:11][c:12]([Cl:30])[c:13]([O:15][c:16]2[cH:17][cH:18][c:19]3[c:20]([n:21]2)[s:22][c:23]([NH:25][C:26]([CH2:27][CH3:28])=[O:29])[n:24]3)[cH:14]1.